Dataset: the Open Reaction Database (ORD), a public repository of structured organic reaction records. Task: describe an organic reaction: reactants, conditions, products, and yield Reactants: [OH-].[Na+] (Sodium hydroxide), Cl (hydrogen chloride), ClC1=C(C=CC(=C1)Cl)C1N(CCC(C1)C(CC(=O)OCC)=O)C(=O)OC (Methyl 2-(2,4-dichlorophenyl)-4-(3-ethoxy-3-oxopropanoyl)piperidine-1-carboxylate), NO (Hydroxylamine). Solvent: O (water), CO (MeOH). Run at temperature -40 celsius, time 20 minute. Yields the product ClC1=C(C=CC(=C1)Cl)C1N(CCC(C1)C1=CC(NO1)=O)C(=O)OC (Methyl 2-(2,4-dichlorophenyl)-4-(3-oxo-2,3-dihydroisoxazol-5-yl)piperidine-1-carboxylate). Isolated yield 60.9%. RXN SMILES: [Cl:1][C:2]1[CH:7]=[C:6]([Cl:8])[CH:5]=[CH:4][C:3]=1[CH:9]1[CH2:14][CH:13]([C:15](=[O:22])[CH2:16][C:17](OCC)=[O:18])[CH2:12][CH2:11][N:10]1[C:23]([O:25][CH3:26])=[O:24].[OH-].[Na+].[NH2:29]O.Cl>CO.O>[Cl:1][C:2]1[CH:7]=[C:6]([Cl:8])[CH:5]=[CH:4][C:3]=1[CH:9]1[CH2:14][CH:13]([C:15]2[O:22][NH:29][C:17](=[O:18])[CH:16]=2)[CH2:12][CH2:11][N:10]1[C:23]([O:25][CH3:26])=[O:24] |f:1.2|. Procedure details: Methyl 2-(2,4-dichlorophenyl)-4-(3-ethoxy-3-oxopropanoyl)piperidine-1-carboxylate (1.55 g, 3.85 mmol) was dissolved in MeOH (15.79 mL) and cooled to −40° C. under nitrogen. Sodium hydroxide (1.014 mL, 3.85 mmol) in water (1.579 mL) was added and the mixture stirred at −40° C. for 20 min. Hydroxylamine (50% by weight in water, 0.236 mL, 3.85 mmol) was added and stirring continued at −40° C. for 3.5 h. The reaction mixture was then transferred to a preheated 80° C. solution of 6 M hydrogen chlorid...